Dataset: the Open Reaction Database (ORD), a public repository of structured organic reaction records. Task: describe an organic reaction: reactants, conditions, products, and yield The reactants are C(C1=CC=CC=C1)C1C(CCC2=CC=C(C=C12)C#N)NC(OC(C)(C)C)=O (tert-Butyl 1-benzyl-7-cyano-1,2,3,4-tetrahydronaphthalen-2-ylcarbamate). The reagents and catalysts are [Ni] (Raney nickel). Run in C1CCOC1 (THF), N (ammonia). Reaction conditions: time 8 hour. Yields the product NCC1=CC=C2CCC(C(C2=C1)CC1=CC=CC=C1)NC(OC(C)(C)C)=O (tert-Butyl 7-(aminomethyl)-1-benzyl-1,2,3,4-tetrahydronaphthalen-2-ylcarbamate). Isolated yield 100.4%. As a reaction SMILES: [CH2:1]([CH:8]1[C:17]2[C:12](=[CH:13][CH:14]=[C:15]([C:18]#[N:19])[CH:16]=2)[CH2:11][CH2:10][CH:9]1[NH:20][C:21](=[O:27])[O:22][C:23]([CH3:26])([CH3:25])[CH3:24])[C:2]1[CH:7]=[CH:6][CH:5]=[CH:4][CH:3]=1>C1COCC1.N.[Ni]>[NH2:19][CH2:18][C:15]1[CH:16]=[C:17]2[C:12]([CH2:11][CH2:10][CH:9]([NH:20][C:21](=[O:27])[O:22][C:23]([CH3:25])([CH3:24])[CH3:26])[CH:8]2[CH2:1][C:2]2[CH:3]=[CH:4][CH:5]=[CH:6][CH:7]=2)=[CH:13][CH:14]=1. Reported procedure: tert-Butyl 1-benzyl-7-cyano-1,2,3,4-tetrahydronaphthalen-2-ylcarbamate (1.787 g, 4.93 mmol) was dissolved in THF (40 mL) and 7 N methanolic ammonia (40 mL). Raney nickel (0.422 g, 4.93 mmol) was added. The vessel was evacuated and filled with Hydrogen at atmospheric pressure. The mixture was stirred overnight at room temperature. The catalyst was filtered off on a celite pad and washed with 500 mL MeOH. Product was obtained as a crimson powder (1.813 g, 4.95 mmol, 100%) after evaporating the sol... The reactants are O[C@H]1CC(N(C1)CC=1C=C(C(=CC1)OC)C1=CC(=CC=C1)[N+](=O)[O-])=O ((S)-4-Hydroxy-1-(6-methoxy-3′-nitro-biphenyl-3-ylmethyl)-pyrrolidin-2-one), O[C@@H]1CC(NC1)=O ((R)-4-Hydroxy-pyrrolidin-2-one). Yields the product O[C@@H]1CC(N(C1)CC=1C=C(C(=CC1)OC)C1=CC(=CC=C1)[N+](=O)[O-])=O ((R)-4-Hydroxy-1-(6-methoxy-3′-nitro-biphenyl-3-ylmethyl)-pyrrolidin-2-one). As a reaction SMILES: [OH:1][C@@H:2]1[CH2:6][N:5]([CH2:7][C:8]2[CH:9]=[C:10]([C:16]3[CH:21]=[CH:20][CH:19]=[C:18]([N+:22]([O-:24])=[O:23])[CH:17]=3)[C:11]([O:14][CH3:15])=[CH:12][CH:13]=2)[C:4](=[O:25])[CH2:3]1.O[C@H]1CNC(=O)C1>>[OH:1][C@H:2]1[CH2:6][N:5]([CH2:7][C:8]2[CH:9]=[C:10]([C:16]3[CH:21]=[CH:20][CH:19]=[C:18]([N+:22]([O-:24])=[O:23])[CH:17]=3)[C:11]([O:14][CH3:15])=[CH:12][CH:13]=2)[C:4](=[O:25])[CH2:3]1. Procedure: P-506 was prepared in a similar manner as that described above for P-248 except starting with (R)-4-Hydroxy-pyrrolidin-2-one. 1H NMR (400 MHz, CDCl3) 8.40 (t, J=1.9 Hz, 1H), 8.17 (dd, J=1.7, 8.2 Hz, 1H), 7.84 (d, J=7.8 Hz, 1H), 7.55 (t, J=8.0 Hz, 1H), 7.30-7.27 (m, 1H), 7.22 (d, J=2.1 Hz, 1H), 6.97 (d, J=8.5 Hz, 1H), 4.61-4.48 (m, 2H), 4.41 (d, J=14.8 Hz, 1H), 3.85-3.81 (m, 3H), 3.56 (dd, J=5.6, 10.9 Hz, 1H), 3.24 (dd, J=1.8, 10.8 Hz, 1H), 2.75 (dd, J=6.5, 17.3 Hz, 1H), 2.44 (dd, J=2.1, 17.4 Hz,... Reactants: C(C)OC(CC(C)C1=CC=C(C=C1)C1=C(C=C(C=C1)F)F)=O (3-(2',4'-difluoro-4-biphenylyl)butyric acid ethyl ester), Cl (hydrochloric acid). Run in C(C)(=O)O (acetic acid). Yields the product FC1=C(C=CC(=C1)F)C1=CC=C(C=C1)C(CC(=O)O)C (3-(2',4'-difluoro-4-biphenylyl)butyric acid). As a reaction SMILES: C([O:3][C:4](=[O:22])[CH2:5][CH:6]([C:8]1[CH:13]=[CH:12][C:11]([C:14]2[CH:19]=[CH:18][C:17]([F:20])=[CH:16][C:15]=2[F:21])=[CH:10][CH:9]=1)[CH3:7])C.Cl>C(O)(=O)C>[F:21][C:15]1[CH:16]=[C:17]([F:20])[CH:18]=[CH:19][C:14]=1[C:11]1[CH:12]=[CH:13][C:8]([CH:6]([CH3:7])[CH2:5][C:4]([OH:22])=[O:3])=[CH:9][CH:10]=1. Procedure: 3.04 g. of 3-(2',4'-difluoro-4-biphenylyl)butyric acid ethyl ester is a mixture of 25 ml. of acetic acid and 25 ml. of 25% hydrochloric acid are heated under reflux for 90 minutes. The customary work up gives 3-(2',4'-difluoro-4-biphenylyl)butyric acid, m.p. 109°-110°. Reactants: C(C)(=O)[O-].C(C)(=O)[O-].C(C)(=O)[O-].C(C)(=O)[O-].[Pb+4] (lead tetraacetate), C1(=CC=C(C=C1)C=O)C (4-tolualdehyde), NC1=C(C=CC=C1)O (2-aminophenol), O (water). Solvent: C1(=CC=CC=C1)C (toluene). Reaction conditions: time 8 hour. Yields the product CC1=CC=C(C=C1)C=1OC2=C(N1)C=CC=C2 (2-(4-Methylphenyl)benzoxazole). RXN SMILES: [C:1]1([CH3:9])[CH:6]=[CH:5][C:4]([CH:7]=[O:8])=[CH:3][CH:2]=1.[NH2:10][C:11]1[CH:16]=[CH:15][CH:14]=[CH:13][C:12]=1O.O.C([O-])(=O)C.C([O-])(=O)C.C([O-])(=O)C.C([O-])(=O)C.[Pb+4]>C1(C)C=CC=CC=1>[CH3:9][C:1]1[CH:6]=[CH:5][C:4]([C:7]2[O:8][C:12]3[CH:13]=[CH:14][CH:15]=[CH:16][C:11]=3[N:10]=2)=[CH:3][CH:2]=1 |f:3.4.5.6.7|. Reported procedure: A solution of 12 g (0.1 mole) of 4-tolualdehyde and 10.9 g (0.1 mole) of 2-aminophenol in toluene is heated at reflux with azeotropic removal of water. After 20 hours at reflux, the reaction is cooled to room temperature, 44.3 g (0.1 mole) of lead tetraacetate is added, and the mixture is stirred at room temperature overnight. The solids are removed by filtration, and the filtrate is swirled with basic alumina. Removal of the solvent in vacuo affords the solid product which is then purified by r... The reactants are FC1=C(C#N)C=CC(=C1)N1C2=CC=CC=C2C=2C(=CC=CC12)C1=NC2=C(N1)C=C(C=C2)F (2-fluoro-4-[4-(6-fluoro-1H-benzimidazol-2-yl)-9H-carbazol-9-yl]benzonitrile), C([O-])([O-])=O.[K+].[K+] (potassium carbonate), Cl.CN1C=NC(=C1)CCN (2-(1-methyl-1H-imidazol-4-yl)ethylamine hydrochloride), aqueous solution, [OH-].[Na+] (sodium hydroxide), aqueous solution, OO (hydrogen peroxide). Run in CS(=O)C (dimethyl sulphoxide), C(C)N(CC)CC (triethylamine), C(C)O (ethanol). Product: FC=1C=CC2=C(NC(=N2)C2=CC=CC=3N(C4=CC=CC=C4C23)C2=CC(=C(C(=O)N)C=C2)NCCC=2N=CN(C2)C)C1 (4-[4-(6-fluoro-1H-benzimidazol-2-yl)-9H-carbazol-9-yl]-2-[(1-methyl-1H-imidazol-4-yl)ethylamino]benzamide). RXN SMILES: F[C:2]1[CH:9]=[C:8]([N:10]2[C:22]3[CH:21]=[CH:20][CH:19]=[C:18]([C:23]4[NH:27][C:26]5[CH:28]=[C:29]([F:32])[CH:30]=[CH:31][C:25]=5[N:24]=4)[C:17]=3[C:16]3[C:11]2=[CH:12][CH:13]=[CH:14][CH:15]=3)[CH:7]=[CH:6][C:3]=1[C:4]#[N:5].C(=O)([O-])[O-].[K+].[K+].Cl.[CH3:40][N:41]1[CH:45]=[C:44]([CH2:46][CH2:47][NH2:48])[N:43]=[CH:42]1.[OH-:49].[Na+].OO>CS(C)=O.C(O)C.C(N(CC)CC)C>[F:32][C:29]1[CH:30]=[CH:31][C:25]2[N:24]=[C:23]([C:18]3[C:17]4[C:16]5[C:11](=[CH:12][CH:13]=[CH:14][CH:15]=5)[N:10]([C:8]5[CH:7]=[CH:6][C:3]([C:4]([NH2:5])=[O:49])=[C:2]([NH:48][CH2:47][CH2:46][C:44]6[N:43]=[CH:42][N:41]([CH3:40])[CH:45]=6)[CH:9]=5)[C:22]=4[CH:21]=[CH:20][CH:19]=3)[NH:27][C:26]=2[CH:28]=1 |f:1.2.3,4.5,6.7|. Procedure details: The process is carried out as in stage 3 of Example 3, but using 168.2 mg of 2-fluoro-4-[4-(6-fluoro-1H-benzimidazol-2-yl)-9H-carbazol-9-yl]benzonitrile, obtained according to stage 2 of Example 3, 165.8 mg of potassium carbonate, 517 mg of 2-(1-methyl-1H-imidazol-4-yl)ethylamine hydrochloride and 324 mg of triethylamine in 1.7 ml of dimethyl sulphoxide, in a microwave for 1 hour and 30 minutes at 115° C. 0.76 ml of a 1M aqueous solution of sodium hydroxide, 0.735 ml of a 30% aqueous solution of...